Dataset: the Open Reaction Database (ORD), a public repository of structured organic reaction records. Task: describe an organic reaction: reactants, conditions, products, and yield Starting materials: CC(C)(C)Oc1ccc(C=Cc2ccn(-c3ccc(OCCN4CCCC4)cc3)c(=O)c2)cc1, O=C(O)C(F)(F)F. Yields the product O=c1cc(C=Cc2ccc(O)cc2)ccn1-c1ccc(OCCN2CCCC2)cc1. RXN SMILES: [CH3:8][C:9]([CH3:10])([CH3:11])[O:12][c:13]1[cH:14][cH:15][c:16]([CH:19]=[CH:20][c:21]2[cH:22][c:23](=[O:41])[n:24](-[c:27]3[cH:28][cH:29][c:30]([O:33][CH2:34][CH2:35][N:36]4[CH2:37][CH2:38][CH2:39][CH2:40]4)[cH:31][cH:32]3)[cH:25][cH:26]2)[cH:17][cH:18]1.[OH:1][C:2]([C:3]([F:4])([F:5])[F:6])=[O:7]>>[OH:12][c:13]1[cH:14][cH:15][c:16]([CH:19]=[CH:20][c:21]2[cH:22][c:23](=[O:41])[n:24](-[c:27]3[cH:28][cH:29][c:30]([O:33][CH2:34][CH2:35][N:36]4[CH2:37][CH2:38][CH2:39][CH2:40]4)[cH:31][cH:32]3)[cH:25][cH:26]2)[cH:17][cH:18]1. Reactants: CN1N=C(C=C1)C(=O)O (1-methyl-1H-pyrazole-3-carboxylic acid), [B-](F)(F)(F)F.[B-](F)(F)(F)F.C1C[N+]2(CC[N+]1(CC2)CCl)F (Selectfluor), [B-](F)(F)(F)F.[B-](F)(F)(F)F.C1C[N+]2(CC[N+]1(CC2)CCl)F (Selectfluor). Run in C(C)#N (acetonitrile). Conditions: temperature 80 celsius. Product: FC=1C(=NN(C1)C)C(=O)O (4-Fluoro-1-methyl-1H-pyrazole-3-carboxylic acid). As a reaction SMILES: [CH3:1][N:2]1[CH:6]=[CH:5][C:4]([C:7]([OH:9])=[O:8])=[N:3]1.[B-](F)(F)(F)[F:11].[B-](F)(F)(F)F.C1[N+]2(CCl)CC[N+](F)(CC2)C1>C(#N)C>[F:11][C:5]1[C:4]([C:7]([OH:9])=[O:8])=[N:3][N:2]([CH3:1])[CH:6]=1 |f:1.2.3|. Reported procedure: To a 200 mL round-bottomed flask equipped with a reflux condenser and stir bar, were added 1-methyl-1H-pyrazole-3-carboxylic acid (1.5 g, 11.9 mmol), dry acetonitrile (60 mL), and Selectfluor® (12.6 g, 35.7 mmol). The reaction vessel was heated to 80° Celsius for 32 h. Additional Selectfluor® (8.5 g, 24.0 mmol) was added to the reaction mixture and it was stirred at 80° Celsius for 5 days. The reaction mixture was cooled to RT and the solids were removed by filtration. The filtrate was concentra... Procedure details: Indolyl carboxylic acid amides as starting materials may be produced by reacting an indolyl carboxylic acid chloride in absolute methylene chloride with an amine in the presence of pyridine at -10° to 0°. Yields the product N1C(=CC2=CC=CC=C12)C(=O)N (indole amide). RXN SMILES: [NH:1]1[C:9]2[C:4](=[CH:5][CH:6]=[CH:7][CH:8]=2)[CH:3]=[C:2]1[C:10](Cl)=[O:11].[N:13]1C=CC=CC=1>C(Cl)Cl>[NH:1]1[C:9]2[C:4](=[CH:5][CH:6]=[CH:7][CH:8]=2)[CH:3]=[C:2]1[C:10]([NH2:13])=[O:11]. The reactants are Indolyl carboxylic acid amides, N1=CC=CC=C1 (pyridine), N1C(=CC2=CC=CC=C12)C(=O)Cl (indolyl carboxylic acid chloride), amine. The solvent is C(Cl)Cl (methylene chloride). Starting materials: C(C1=CC=CC=C1)OC([C@H]1N(CCC1)C(C(NS(=O)(=O)C1=CC=CC=C1)CC(C)C)=O)=O (N-benzenesulfonyl-D,L-leucyl-L-proline benzyl ester), [H][H] (hydrogen). The reagents and catalysts are [C].[Pd] (palladium-carbon). Run in CO (methanol). Product: C1(=CC=CC=C1)S(=O)(=O)NC(CC(C)C)C(=O)N1[C@H](C(=O)O)CCC1 (N-benzenesulfonyl-D,L-leucyl-L-proline). Isolated yield 99.6%. As a reaction SMILES: C([O:8][C:9](=[O:32])[C@@H:10]1[CH2:14][CH2:13][CH2:12][N:11]1[C:15](=[O:31])[CH:16]([CH2:27][CH:28]([CH3:30])[CH3:29])[NH:17][S:18]([C:21]1[CH:26]=[CH:25][CH:24]=[CH:23][CH:22]=1)(=[O:20])=[O:19])C1C=CC=CC=1.[H][H]>CO.[C].[Pd]>[C:21]1([S:18]([NH:17][CH:16]([C:15]([N:11]2[CH2:12][CH2:13][CH2:14][C@H:10]2[C:9]([OH:32])=[O:8])=[O:31])[CH2:27][CH:28]([CH3:30])[CH3:29])(=[O:20])=[O:19])[CH:22]=[CH:23][CH:24]=[CH:25][CH:26]=1 |f:3.4|. Procedure details: N-benzenesulfonyl-D,L-leucyl-L-proline benzyl ester (2 g) was dissolved in methanol (40 ml), and 10% palladium-carbon (200 mg) was added. The resulting mixture aerated with hydrogen was allowed to react at room temperature for 3 h, filtered and concentrated under reduced pressure to remove the solvent to give a white foam-like solid (1.6 g, 99%), which was directly used for the next reaction. The reactants are [OH-].[Na+] (NaOH), C(C(=O)O)(=O)O.C(=O)C1=C(OCCCC(=O)OC)C=CC(=C1)C1=C(C2=C(S1)C=CC=C2)CC2=CC=C(C=C2)OCCN2CCCC2 (Methyl 4-[2-Formyl-4-[3-[4-[2-(1-pyrrolidinyl)ethoxy]benzyl]benzo[b]thiophen-2-yl]phenoxy]butyrate Oxalate Salt), CO (MeOH). Solvent: C1CCOC1 (THF). Conditions: time 22 hour. Yields the product [Na+].C(=O)C1=C(OCCCC(=O)[O-])C=CC(=C1)C1=C(C2=C(S1)C=CC=C2)CC2=CC=C(C=C2)OCCN2CCCC2 (4-[2-Formyl-4-[3-[4-[2-(1-pyrrolidinyl)ethoxy]benzyl]benzo[b]thiophen-2-yl]phenoxy]butyric Acid Sodium Salt). RXN SMILES: [OH-].[Na+:2].C(O)(=O)C(O)=O.[CH:9]([C:11]1[CH:24]=[C:23]([C:25]2[S:29][C:28]3[CH:30]=[CH:31][CH:32]=[CH:33][C:27]=3[C:26]=2[CH2:34][C:35]2[CH:40]=[CH:39][C:38]([O:41][CH2:42][CH2:43][N:44]3[CH2:48][CH2:47][CH2:46][CH2:45]3)=[CH:37][CH:36]=2)[CH:22]=[CH:21][C:12]=1[O:13][CH2:14][CH2:15][CH2:16][C:17]([O:19]C)=[O:18])=[O:10].CO>C1COCC1>[Na+:2].[CH:9]([C:11]1[CH:24]=[C:23]([C:25]2[S:29][C:28]3[CH:30]=[CH:31][CH:32]=[CH:33][C:27]=3[C:26]=2[CH2:34][C:35]2[CH:36]=[CH:37][C:38]([O:41][CH2:42][CH2:43][N:44]3[CH2:45][CH2:46][CH2:47][CH2:48]3)=[CH:39][CH:40]=2)[CH:22]=[CH:21][C:12]=1[O:13][CH2:14][CH2:15][CH2:16][C:17]([O-:19])=[O:18])=[O:10] |f:0.1,2.3,6.7|. Procedure details: The title compound was prepared by adding 179 μL (0.179 mmol) of 1 N NaOH to a solution of 100 mg (0.179 mmol) methyl 4-[2-formyl-[3-[4-[2-(1-pyrrolidinyl)ethoxy]benzyl]benzo[b]thiophen-2-yl]phenoxy]]butyrate (Example 19, Part B) dissolved in 1.0 mL of 1:1 THF:MeOH mixture. The solution was stirred at room temperature for 22 h. The reaction mixture was then evaporated in vacuo and dried in a vacuum oven at 55° C. over P2O5 to yield the title compound (101.4 mg, 0.179 mmol, quantitative yield) as...